Dataset: the Open Reaction Database (ORD), a public repository of structured organic reaction records. Task: describe an organic reaction: reactants, conditions, products, and yield Reactants: COC1=CC=C(CC2N(CCC(C2(C)C)=O)C)C=C1 (2-(p-methoxybenzyl)-1,3,3-trimethyl-4-piperidone), C#C (acetylene), N (ammonia). Run in CCOCC (ether). Run at time 16 hour. Yields the product C(#C)C1(C(C(N(CC1)C)CC1=CC=C(C=C1)OC)(C)C)O (4-Ethinyl-2-(p-methoxybenzyl)-1,3,3-trimethyl-4-piperidinol). As a reaction SMILES: [CH3:1][O:2][C:3]1[CH:19]=[CH:18][C:6]([CH2:7][CH:8]2[C:13]([CH3:15])([CH3:14])[C:12](=[O:16])[CH2:11][CH2:10][N:9]2[CH3:17])=[CH:5][CH:4]=1.[CH:20]#[CH:21].N>CCOCC>[C:20]([C:12]1([OH:16])[CH2:11][CH2:10][N:9]([CH3:17])[CH:8]([CH2:7][C:6]2[CH:5]=[CH:4][C:3]([O:2][CH3:1])=[CH:19][CH:18]=2)[C:13]1([CH3:15])[CH3:14])#[CH:21]. Procedure details: A stream of acetylene, after successively having been washed with water, cooled to -80° C and dried with CaCl2, is led into a mechanically stirred solution of 7 g of lithium in 750 ml of dry liquid ammonia which is cooled at about -50° C. After about 5 hours the blue colour disappears. To the solution of acetylene lithium so obtained there is added dropwise 60 g of 2-(p-methoxybenzyl)-1,3,3-trimethyl-4-piperidone dissolved in 250 ml of absolute ether. During the addition a slow stream of acetyle... As a reaction SMILES: [NH2:1][C@H:2]([C:8]([OH:10])=[O:9])[CH2:3][CH2:4][C:5](O)=[O:6].[Cl:11][C:12]1[CH:13]=[CH:14][C:15]2[CH2:21][CH2:20][NH:19][CH2:18][C@H:17]([CH3:22])[C:16]=2[CH:23]=1.N1C(=O)CC[C@H]1C([O-])=O>>[NH:1]1[C:5](=[O:6])[CH2:4][CH2:3][C@H:2]1[C:8]([OH:10])=[O:9].[Cl:11][C:12]1[CH:13]=[CH:14][C:15]2[CH2:21][CH2:20][NH:19][CH2:18][C@H:17]([CH3:22])[C:16]=2[CH:23]=1 |f:0.1,3.4|. Reactants: N[C@@H](CCC(=O)O)C(=O)O.ClC=1C=CC2=C([C@H](CNCC2)C)C1 ((R)-8-chloro-1-methyl-2,3,4,5-tetrahydro-1H-3-benzazepine L-glutamate salt), N1[C@@H](CCC1=O)C(=O)[O-] (pyroglutamate). Product: N1[C@@H](CCC1=O)C(=O)O.ClC=1C=CC2=C([C@H](CNCC2)C)C1 ((R)-8-Chloro-1-methyl-2,3,4,5-tetrahydro-1H-3-benzazepine Pyroglutamate Salt). Procedure details: The aqueous solubility of Compound 1 pyroglutamate was determined to be >161.5 mg/mL at pH 3.94. Reactants: N1=C(C=CC=C1)CN(C(C)=O)CC1=CC=C(C=C1)OCCCCCCCCCCCCCC (N-(2-Pyridinylmethyl)-N-[[4-(tetradecyloxy)phenyl]methyl]acetamide), C(C)I (ethyl iodide). Product: [I-].C(C)(=O)N(CC1=CC=C(C=C1)OCCCCCCCCCCCCCC)CC1=[N+](C=CC=C1)CC (2-[[Acetyl[[4-(tetradecyloxy)phenyl]methyl]amino]methyl]-1-ethylpyridinium iodide). As a reaction SMILES: [N:1]1[CH:6]=[CH:5][CH:4]=[CH:3][C:2]=1[CH2:7][N:8]([CH2:12][C:13]1[CH:18]=[CH:17][C:16]([O:19][CH2:20][CH2:21][CH2:22][CH2:23][CH2:24][CH2:25][CH2:26][CH2:27][CH2:28][CH2:29][CH2:30][CH2:31][CH2:32][CH3:33])=[CH:15][CH:14]=1)[C:9](=[O:11])[CH3:10].[CH2:34]([I:36])[CH3:35]>>[I-:36].[C:9]([N:8]([CH2:7][C:2]1[CH:3]=[CH:4][CH:5]=[CH:6][N+:1]=1[CH2:34][CH3:35])[CH2:12][C:13]1[CH:18]=[CH:17][C:16]([O:19][CH2:20][CH2:21][CH2:22][CH2:23][CH2:24][CH2:25][CH2:26][CH2:27][CH2:28][CH2:29][CH2:30][CH2:31][CH2:32][CH3:33])=[CH:15][CH:14]=1)(=[O:11])[CH3:10] |f:2.3|. Procedure: The title compound is prepared by the procedure of Example 28 using 0.500 g of product from Example 69 and 4.42 ml of ethyl iodide. The residue is recrystallized from methanol to give 0.554 g of the desired product as yellow crystals. Reactants: C(C)OC(CC=1N=C2N(C(=CC=C2)C(NCC23CC4CC(CC(C2)C4)C3)=O)C1)=O ({5-[(adamantan-1-ylmethyl)-carbamoyl]-imidazo[1,2-a]pyridin-2-yl}-acetic acid ethyl ester), [Li+].[BH4-] (LiBH4). The solvent is C1CCOC1 (THF). Run at time 16 hour. Product: C12(CC3CC(CC(C1)C3)C2)CNC(=O)C2=CC=CC=3N2C=C(N3)CCO (2-(2-HYDROXY-ETHYL)-IMIDAZO[1,2-A]PYRIDINE-5-CARBOXYLIC ACID (ADAMANTAN-1-YLMETHYL)-AMIDE). As a reaction SMILES: C([O:3][C:4](=O)[CH2:5][C:6]1[N:7]=[C:8]2[CH:13]=[CH:12][CH:11]=[C:10]([C:14](=[O:27])[NH:15][CH2:16][C:17]34[CH2:26][CH:21]5[CH2:22][CH:23]([CH2:25][CH:19]([CH2:20]5)[CH2:18]3)[CH2:24]4)[N:9]2[CH:28]=1)C.[Li+].[BH4-]>C1COCC1>[C:17]12([CH2:16][NH:15][C:14]([C:10]3[N:9]4[CH:28]=[C:6]([CH2:5][CH2:4][OH:3])[N:7]=[C:8]4[CH:13]=[CH:12][CH:11]=3)=[O:27])[CH2:24][CH:23]3[CH2:25][CH:19]([CH2:20][CH:21]([CH2:22]3)[CH2:26]1)[CH2:18]2 |f:1.2|. Procedure details: To a solution of {5-[(adamantan-1-ylmethyl)-carbamoyl]-imidazo[1,2-a]pyridin-2-yl}-acetic acid ethyl ester (65 mg, 0.16 mmol) in THF (5 mL) at RT, is added portion-wise LiBH4 (10 mg, 0.46 mmol). The resulting mixture is stirred at RT for 16 h. The reaction is quenched by the slow addition of water, followed by the addition of EtOAc. The organic layer is separated, and the aqueous layer is back extracted with EtOAc. The combined organic layers are washed with water and brine, dried over sodium su... Starting materials: [H-].[Na+] (NaH), FC(CO)(F)F (2,2,2-trifluoroethanol), ClC=1C=C(C#N)C=CN1 (2-chloro-isonicotinonitrile). The solvent is C1CCOC1 (THF), C1CCOC1 (THF). Product: FC(COC=1C=C(C#N)C=CN1)(F)F (2-(2,2,2-Trifluoro-ethoxy)-isonicotinonitrile). As a reaction SMILES: [H-].[Na+].[F:3][C:4]([F:8])([F:7])[CH2:5][OH:6].Cl[C:10]1[CH:11]=[C:12]([CH:15]=[CH:16][N:17]=1)[C:13]#[N:14]>C1COCC1>[F:3][C:4]([F:8])([F:7])[CH2:5][O:6][C:10]1[CH:11]=[C:12]([CH:15]=[CH:16][N:17]=1)[C:13]#[N:14] |f:0.1|. Procedure: To the suspension of NaH (2.78 g, 0.11 mole) in THF 100 mL) 2,2,2-trifluoroethanol (10 g, 0.1 mol) was added slowly. The mixture was stirred at RT till it turned clear. A solution of 2-chloro-isonicotinonitrile (13.8 g, 0.1 mol) in THF (100 mL) was slowly added and stirred at reflux for 3 h. After filtration and concentration, the crude oily compound was purified through column chromatography providing pure compound as an oil. The reactants are C(C)(C)(C)OC(=O)N=C(N[C@@H]1CC[C@H](CC1)NC1=C(C(=O)NCC2=CC(=C(C=C2)OC)OC)C=C(C=C1)[N+](=O)[O-])NC(=O)OC(C)(C)C (2-{trans-4-[2,3-bis(tert-butoxycarbonyl)guanidino]cyclohexylamino}-N-(3,4-dimethoxybenzyl)-5-nitrobenzamide), Cl (hydrochloric acid). Run in C(C)(=O)OCC (ethyl acetate), C(C)(=O)OCC (ethyl acetate). Reaction conditions: time 15 hour. The product is Cl.COC=1C=C(CNC(C2=C(C=CC(=C2)[N+](=O)[O-])N[C@@H]2CC[C@H](CC2)NC(=N)N)=O)C=CC1OC (N-(3,4-dimethoxybenzyl)-2-(trans-4-guanidinocyclohexylamino)-5-nitrobenzamide hydrochloride). As a reaction SMILES: C(OC([N:8]=[C:9]([NH:41]C(OC(C)(C)C)=O)[NH:10][C@H:11]1[CH2:16][CH2:15][C@H:14]([NH:17][C:18]2[CH:37]=[CH:36][C:35]([N+:38]([O-:40])=[O:39])=[CH:34][C:19]=2[C:20]([NH:22][CH2:23][C:24]2[CH:29]=[CH:28][C:27]([O:30][CH3:31])=[C:26]([O:32][CH3:33])[CH:25]=2)=[O:21])[CH2:13][CH2:12]1)=O)(C)(C)C.[ClH:49]>C(OCC)(=O)C>[ClH:49].[CH3:33][O:32][C:26]1[CH:25]=[C:24]([CH:29]=[CH:28][C:27]=1[O:30][CH3:31])[CH2:23][NH:22][C:20](=[O:21])[C:19]1[CH:34]=[C:35]([N+:38]([O-:40])=[O:39])[CH:36]=[CH:37][C:18]=1[NH:17][C@H:14]1[CH2:15][CH2:16][C@H:11]([NH:10][C:9]([NH2:41])=[NH:8])[CH2:12][CH2:13]1 |f:3.4|. Reported procedure: To a solution of 2-{trans-4-[2,3-bis(tert-butoxycarbonyl)guanidino]cyclohexylamino}-N-(3,4-dimethoxybenzyl)-5-nitrobenzamide (200 mg) in ethyl acetate (4 mL) was added 4N-hydrochloric acid in ethyl acetate (8 mL). The mixture was stirred for 15 hours at ambient temperature. After evaporation of the solvent, the residue was triturated with ethyl acetate to give N-(3,4-dimethoxybenzyl)-2-(trans-4-guanidinocyclohexylamino)-5-nitrobenzamide hydrochloride as yellow powders (145 mg). Reactants: FC1=CC=C(C=C1)C(=O)N1CC2=C(CC1)N=C(O2)\C=C\C2=CC=CC=C2 (5-[(4-fluorophenyl)carbonyl]-2-[(E)-2-phenylethenyl]-4,5,6,7-tetrahydro[1,3]oxazolo[5,4-c]pyridine), C(=O)[O-].[NH4+] (ammonium formate). Reagents/catalysts: [Pd] (Palladium on charcoal). The solvent is CO (MeOH). Conditions: temperature 100 celsius, time 1 hour. The product is FC1=CC=C(C=C1)C(=O)N1CC2=C(CC1)N=C(O2)CCC2=CC=CC=C2 (5-[(4-fluorophenyl)carbonyl]-2-(2-phenylethyl)-4,5,6,7-tetrahydro[1,3]oxazolo[5,4-c]pyridine). Reaction SMILES: [F:1][C:2]1[CH:7]=[CH:6][C:5]([C:8]([N:10]2[CH2:15][CH2:14][C:13]3[N:16]=[C:17](/[CH:19]=[CH:20]/[C:21]4[CH:26]=[CH:25][CH:24]=[CH:23][CH:22]=4)[O:18][C:12]=3[CH2:11]2)=[O:9])=[CH:4][CH:3]=1.C([O-])=O.[NH4+]>[Pd].CO>[F:1][C:2]1[CH:3]=[CH:4][C:5]([C:8]([N:10]2[CH2:15][CH2:14][C:13]3[N:16]=[C:17]([CH2:19][CH2:20][C:21]4[CH:22]=[CH:23][CH:24]=[CH:25][CH:26]=4)[O:18][C:12]=3[CH2:11]2)=[O:9])=[CH:6][CH:7]=1 |f:1.2|. Reported procedure: 10% Palladium on charcoal (15 mg, 0.0144 mmol) was added to a stirred suspension of 5-[(4-fluorophenyl)carbonyl]-2-[(E)-2-phenylethenyl]-4,5,6,7-tetrahydro[1,3]oxazolo[5,4-c]pyridine (0.05 g, 0.144 mmol) and ammonium formate (54 mg, 0.86 mmol) in MeOH (0.5 mL) in a sealed tube and under nitrogen. The mixture was stirred at 100° C. for 1 hour. The mixture was filtered through a pad of diatomaceous earth and washed with DCM. The filtrate was treated with a saturated solution of sodium chloride and... The reactants are ice water, C(C)(C)(C)OC(=O)N1C(CN(CC1)C(C1=CC(=C(C(=C1)OC)OC)OC)=O)CO (1-tert-butoxycarbonyl-4-(3,4,5-trimethoxybenzoyl)piperazine-2-methanol), CI (methyl iodide), [H-].[Na+] (sodium hydride). Run in CN(C=O)C (dimethyl formamide). The product is C(C)(C)(C)OC(=O)N1C(CN(CC1)C(C1=CC(=C(C(=C1)OC)OC)OC)=O)COC (1-tert-butoxycarbonyl-2-methoxymethyl-4-(3,4,5-trimethoxybenzoyl)piperazine). Yield: 100.7%. As a reaction SMILES: [C:1]([O:5][C:6]([N:8]1[CH2:13][CH2:12][N:11]([C:14](=[O:27])[C:15]2[CH:20]=[C:19]([O:21][CH3:22])[C:18]([O:23][CH3:24])=[C:17]([O:25][CH3:26])[CH:16]=2)[CH2:10][CH:9]1[CH2:28][OH:29])=[O:7])([CH3:4])([CH3:3])[CH3:2].[CH3:30]I.[H-].[Na+]>CN(C)C=O>[C:1]([O:5][C:6]([N:8]1[CH2:13][CH2:12][N:11]([C:14](=[O:27])[C:15]2[CH:20]=[C:19]([O:21][CH3:22])[C:18]([O:23][CH3:24])=[C:17]([O:25][CH3:26])[CH:16]=2)[CH2:10][CH:9]1[CH2:28][O:29][CH3:30])=[O:7])([CH3:3])([CH3:4])[CH3:2] |f:2.3|. Procedure details: To a mixture of 1-tert-butoxycarbonyl-4-(3,4,5-trimethoxybenzoyl)piperazine-2-methanol (12.0 g), methyl iodide (21.3 g) and dimethyl formamide (50 ml) is added, under ice-cooling while stirring, in limited amounts, 60% sodium hydride (1.8 g). The mixture is stirred for 30 further minutes, and the reaction mixture is poured into ice-water, followed by extraction with ethyl acetate. The organic layer is dried and concentrated. The residue is purified by means of a silica gel column chromatography ... Reaction SMILES: [CH2:1]([CH3:2])[c:3]1[n:4][cH:5][c:6]2[c:7](=[O:25])[nH:8][c:9]3[c:10]([N:16]([CH3:17])[CH2:18][c:19]4[cH:20][cH:21][cH:22][cH:23][cH:24]4)[n:11][cH:12][n:13][c:14]3[n:15]12.[CH3:26][CH2:27][OH:28]>>[CH2:1]([CH3:2])[c:3]1[n:4][cH:5][c:6]2[c:7](=[O:25])[nH:8][c:9]3[c:10]([NH:16][CH3:17])[n:11][cH:12][n:13][c:14]3[n:15]12. The reactants are CCc1ncc2c(=O)[nH]c3c(N(C)Cc4ccccc4)ncnc3n12, CCO. Product: CCc1ncc2c(=O)[nH]c3c(NC)ncnc3n12.